Dataset: the Open Reaction Database (ORD), a public repository of structured organic reaction records. Task: describe an organic reaction: reactants, conditions, products, and yield The reactants are OC(COC1=C(C=C(C=C1)N1C(C=C(C=C1)CO)=O)OC)(C)C (1-(4-(2-hydroxy-2-methylpropoxy)-3-methoxyphenyl)-4-(hydroxymethyl)pyridin-2(1H)-one), ClC1=NC=CC=C1 (2-chloropyridine), C(C)(C)(C)P(C1=C(C2=CC=CC=C2C=C1)C1=CC=CC2=CC=CC=C12)C(C)(C)C (racemic-2-(di-t-butylphosphino)-1,1′-binaphthyl), C(=O)([O-])[O-].[Cs+].[Cs+] (Cs2CO3). The reagents and catalysts are CC(=O)[O-].CC(=O)[O-].[Pd+2] (Pd(OAc)2). The solvent is CCOC(=O)C (EtOAc), CN(C)C=O (DMF), CN(C)C=O (DMF). Reaction conditions: temperature 80 celsius, time 15 minute. The product is OC(COC1=C(C=C(C=C1)N1C(C=C(C=C1)COC1=NC=CC=C1)=O)OC)(C)C (1-(4-(2-Hydroxy-2-methylpropoxy)-3-methoxyphenyl)-4-((pyridin-2-yloxy)methyl)pyridin-2(1H)-one), solid. Isolated yield 37.0%. As a reaction SMILES: [OH:1][C:2]([CH3:23])([CH3:22])[CH2:3][O:4][C:5]1[CH:10]=[CH:9][C:8]([N:11]2[CH:16]=[CH:15][C:14]([CH2:17][OH:18])=[CH:13][C:12]2=[O:19])=[CH:7][C:6]=1[O:20][CH3:21].Cl[C:25]1[CH:30]=[CH:29][CH:28]=[CH:27][N:26]=1.C(P(C(C)(C)C)C1C=CC2C(=CC=CC=2)C=1C1C2C(=CC=CC=2)C=CC=1)(C)(C)C.C([O-])([O-])=O.[Cs+].[Cs+]>CN(C=O)C.CCOC(C)=O.CC([O-])=O.CC([O-])=O.[Pd+2]>[OH:1][C:2]([CH3:23])([CH3:22])[CH2:3][O:4][C:5]1[CH:10]=[CH:9][C:8]([N:11]2[CH:16]=[CH:15][C:14]([CH2:17][O:18][C:25]3[CH:30]=[CH:29][CH:28]=[CH:27][N:26]=3)=[CH:13][C:12]2=[O:19])=[CH:7][C:6]=1[O:20][CH3:21] |f:3.4.5,8.9.10|. Procedure: A solution of 1-(4-(2-hydroxy-2-methylpropoxy)-3-methoxyphenyl)-4-(hydroxymethyl)pyridin-2(1H)-one Part B (50 mg, 0.16 mmol) and 2-chloropyridine (0.059 mL, 0.63 mmol) in DMF (0.6 mL) was added to a mixture of Pd(OAc)2 (7.0 mg, 0.03 mmol), racemic-2-(di-t-butylphosphino)-1,1′-binaphthyl (19 mg, 0.05 mmol), and Cs2CO3 (128 mg, 0.39 mmol) in 0.4 ml DMF. The mixture was stirred 15 min prior to heating at 80° C. for 6 h. After cooling to RT, the mixture was diluted with EtOAc and was filtered. The f...